From a dataset of the Open Reaction Database (ORD), a public repository of structured organic reaction records. describe an organic reaction: reactants, conditions, products, and yield The reactants are C(C)(C)OC(=O)Cl (chloroformic acid-isopropylester), ClC1=C(OCC(=O)O)C=CC(=C1)C(F)(F)F ((2-chloro-4-trifluoromethyl-phenoxy)-acetic acid), CN1CCOCC1 (N-methylmorpholine), ClC1=C(C=CC(=C1)OCCN(CC)CC)N (2-chloro-4-(2-diethylamino-ethoxy)-phenylamine). Solvent: C1CCOC1 (THF). Run at time 1 hour. Product: ClC1=C(C=CC(=C1)OCCN(CC)CC)NC(COC1=C(C=C(C=C1)C(F)(F)F)Cl)=O (N-[2-chloro-4-(2-diethylamino-ethoxy)-phenyl]-2-(2-chloro-4-trifluoromethyl -phenoxy)-acetamide). As a reaction SMILES: C(OC(Cl)=O)(C)C.[Cl:8][C:9]1[CH:19]=[C:18]([C:20]([F:23])([F:22])[F:21])[CH:17]=[CH:16][C:10]=1[O:11][CH2:12][C:13]([OH:15])=O.CN1CCOCC1.[Cl:31][C:32]1[CH:37]=[C:36]([O:38][CH2:39][CH2:40][N:41]([CH2:44][CH3:45])[CH2:42][CH3:43])[CH:35]=[CH:34][C:33]=1[NH2:46]>C1COCC1>[Cl:31][C:32]1[CH:37]=[C:36]([O:38][CH2:39][CH2:40][N:41]([CH2:44][CH3:45])[CH2:42][CH3:43])[CH:35]=[CH:34][C:33]=1[NH:46][C:13](=[O:15])[CH2:12][O:11][C:10]1[CH:16]=[CH:17][C:18]([C:20]([F:23])([F:22])[F:21])=[CH:19][C:9]=1[Cl:8]. Procedure details: 0.141 mL (1.080 mmol) chloroformic acid-isopropylester was added dropwise at −10° C. to a solution of 0.254 g (0.982 mmol) (2-chloro-4-trifluoromethyl-phenoxy)-acetic acid (Z2b) and 0.119 mL (1.080 mmol) N-methylmorpholine in 20 mL abs. THF and the mixture was stirred for a further 10 min. 0.250 g (1.031 mmol) 2-chloro-4-(2-diethylamino-ethoxy)-phenylamine (Z27b) was added, the mixture was stirred for 1 h at RT and then evaporated down i. vac. Water was added and the aqueous phase was exhaustive... Starting materials: NCC1=CC=CC=C1, O=C(C)C1=CC=C(S(=O)(Cl)=O)C=C1. The reagents and catalysts are O=C([O-])O.[Na+] (NaHCO3). Solvent: O (water), OCCOCCOCCOCCOCCO (PEG400), CC(C)=O (acetone). Reaction conditions: temperature 25 celsius, pressure 100 psi, time 20 minute. Yields the product CC(=O)c1ccc(S(=O)(=O)NCc2ccccc2)cc1. Isolated yield 100.0%.